From a dataset of the Open Reaction Database (ORD), a public repository of structured organic reaction records. describe an organic reaction: reactants, conditions, products, and yield Reactants: C(C)(C)(C)OC(=O)N1CCC=2C(=NNC2CC1)C1=CC=C(C=C1)Cl (3-(4-chloro-phenyl)-4,5,7,8-tetrahydro-1H-1,2,6-triaza-azulene-6-carboxylic acid tert-butyl ester), BrC1CCCCC1 (bromo-cyclohexane). Yields the product ClC1=CC=C(C=C1)C1=NN(C=2CCNCCC12)C1CCCCC1 (3-(4-Chloro-phenyl)-1-cyclohexyl-1,4,5,6,7,8-hexahydro-1,2,6-triaza-azulene). Isolated yield 11.4%. Reaction SMILES: C(OC([N:8]1[CH2:17][CH2:16][C:15]2[NH:14][N:13]=[C:12]([C:18]3[CH:23]=[CH:22][C:21]([Cl:24])=[CH:20][CH:19]=3)[C:11]=2[CH2:10][CH2:9]1)=O)(C)(C)C.Br[CH:26]1[CH2:31][CH2:30][CH2:29][CH2:28][CH2:27]1>>[Cl:24][C:21]1[CH:20]=[CH:19][C:18]([C:12]2[C:11]3[CH2:10][CH2:9][NH:8][CH2:17][CH2:16][C:15]=3[N:14]([CH:26]3[CH2:31][CH2:30][CH2:29][CH2:28][CH2:27]3)[N:13]=2)=[CH:23][CH:22]=1. Procedure details: The title compound (15 mg) was prepared from 3-(4-chloro-phenyl)-4,5,7,8-tetrahydro-1H-1,2,6-triaza-azulene-6-carboxylic acid tert-butyl ester (Example 103, Step B; 0.40 mmol) using bromo-cyclohexane (1.5 mmol) in place of chloro-cyclobutane according to Example 238. MS (ESI): exact mass calculated for C19H24ClN3, 329.17. found, m/z 330.4 [M+H]+. 1H NMR (500 MHz, CD3OD): 7.45-7.41 (m, 4H), 4.30-4.27 (m, 1H), 3.44-3.42 (m, 2H), 3.31-3.26 (m, 4H), 2.98-2.96 (m, 2H), 1.93-1.84 (m, 5H), 1.70-1.65 (m... The reactants are resultant mixture, COC(C=CC1=CC(=CC=C1)S(NC1=CC(=CC=C1)OC)(=O)=O)=O (3-[3-(3-Methoxy-phenylsulfamoyl)-phenyl]-acrylic acid methyl ester), CO (methanol). Run at time 30 minute. The product is COC=1C=C(C=CC1)NS(=O)(=O)C=1C=C(C=CC1)C=CC(=O)O (3-[3-(3-Methoxy-phenylsulfamoyl)-phenyl]-acrylic acid), solid. Isolated yield 95.0%. RXN SMILES: C[O:2][C:3](=[O:24])[CH:4]=[CH:5][C:6]1[CH:11]=[CH:10][CH:9]=[C:8]([S:12](=[O:23])(=[O:22])[NH:13][C:14]2[CH:19]=[CH:18][CH:17]=[C:16]([O:20][CH3:21])[CH:15]=2)[CH:7]=1.CO>>[CH3:21][O:20][C:16]1[CH:15]=[C:14]([NH:13][S:12]([C:8]2[CH:7]=[C:6]([CH:5]=[CH:4][C:3]([OH:24])=[O:2])[CH:11]=[CH:10][CH:9]=2)(=[O:22])=[O:23])[CH:19]=[CH:18][CH:17]=1. Procedure: To a suspension of 3-[3-(3-methoxyphenyl-sulfamoyl)-phenyl]-acrylic acid methyl ester (4i) (0.42 g, 1.2 mmol) in methanol (5.5 ml) 1N NaOH solution (3.6 ml, 3.6 mmol) was added and the resultant mixture was stirred at ambient temperature overnight. The reaction mixture was partitioned between ethyl acetate and water. The aqueous layer was acidified with 2N HCl solution and stirred for 30 min. The precipitated solid was filtered, washed with water and dried in desiccator over P2O5. The title comp... Starting materials: C(C)(C)(C)OC(=O)N(C)C1=CC(=C(CN2C(=NC=3C2=NC(=CC3)C(=O)OC)C)C=C1)Cl (Methyl 3-(4-(N-(tert-butoxycarbonyl)-N-methylamino)-2-chlorobenzyl)-2-methyl-3H-imidazo[4,5-b]pyridine-5-carboxylate), Cl (hydrochloric acid). Solvent: ClCCl (dichloromethane). Reaction conditions: time 1 hour. Yields the product Cl.Cl.ClC1=C(CN2C(=NC=3C2=NC(=CC3)C(=O)OC)C)C=CC(=C1)NC (methyl 3-(2-chloro-4-(methylamino)benzyl)-2-methyl-3H-imidazo[4,5-b]pyridine-5-carboxylate dihydrochloride). Reaction SMILES: C(O[C:6]([N:8]([C:10]1[CH:30]=[CH:29][C:13]([CH2:14][N:15]2[C:19]3=[N:20][C:21]([C:24]([O:26][CH3:27])=[O:25])=[CH:22][CH:23]=[C:18]3[N:17]=[C:16]2[CH3:28])=[C:12]([Cl:31])[CH:11]=1)C)=O)(C)(C)C.[ClH:32]>ClCCl>[ClH:31].[ClH:32].[Cl:31][C:12]1[CH:11]=[C:10]([NH:8][CH3:6])[CH:30]=[CH:29][C:13]=1[CH2:14][N:15]1[C:19]2=[N:20][C:21]([C:24]([O:26][CH3:27])=[O:25])=[CH:22][CH:23]=[C:18]2[N:17]=[C:16]1[CH3:28] |f:3.4.5|. Reported procedure: Methyl 3-(4-(N-(tert-butoxycarbonyl)-N-methylamino)-2-chlorobenzyl)-2-methyl-3H-imidazo[4,5-b]pyridine-5-carboxylate (234 mg) was dissolved in dichloromethane (3 ml) and 4N hydrochloric acid (ethyl acetate solution) (2 ml) was added. The mixture was stirred at room temperature for 1 hr. The reaction mixture was concentrated under reduced pressure and ethyl acetate was added. The precipitated crystals were collected by filtration and concentrated under reduced pressure with heating to give methyl... Reactants: F[B-](F)(F)F.C[O+](C)C (trimethyloxonium tetrafluoroborate), O=C1NCCCC1C(=O)OCC (ethyl 2-oxopiperidine-3-carboxylate), COC=1C=C(C(=O)NN)C=CC1N1C=NC(=C1)C (3-Methoxy-4-(4-methyl-1H-imidazol-1-yl)benzohydrazide). Run in C(C)(=O)OCC (ethyl acetate), C(O)([O-])=O.[Na+] (sodium hydrogen carbonate), C(C)#N (acetonitrile). Reaction conditions: time 2 hour. Product: COC=1C=C(C=CC1N1C=NC(=C1)C)C1=NN=C2N1CCCC2C(=O)OCC (ethyl 3-[3-methoxy-4-(4-methyl-1H-imidazol-1-yl)phenyl]-5,6,7,8-tetrahydro[1,2,4]triazolo[4,3-a]pyridine-8-carboxylate). Isolated yield 38.2%. RXN SMILES: O=[C:2]1[CH:7]([C:8]([O:10][CH2:11][CH3:12])=[O:9])[CH2:6][CH2:5][CH2:4][NH:3]1.F[B-](F)(F)F.C[O+](C)C.[CH3:22][O:23][C:24]1[CH:25]=[C:26]([CH:31]=[CH:32][C:33]=1[N:34]1[CH:38]=[C:37]([CH3:39])[N:36]=[CH:35]1)[C:27]([NH:29][NH2:30])=O>C(#N)C.C(OCC)(=O)C.C(=O)([O-])O.[Na+]>[CH3:22][O:23][C:24]1[CH:25]=[C:26]([C:27]2[N:3]3[CH2:4][CH2:5][CH2:6][CH:7]([C:8]([O:10][CH2:11][CH3:12])=[O:9])[C:2]3=[N:30][N:29]=2)[CH:31]=[CH:32][C:33]=1[N:34]1[CH:38]=[C:37]([CH3:39])[N:36]=[CH:35]1 |f:1.2,6.7|. Reported procedure: To a mixture of ethyl 2-oxopiperidine-3-carboxylate (1.86 g) in acetonitrile (20 mL) was added trimethyloxonium tetrafluoroborate (1.61 g) at room temperature, and the mixture was stirred at room temperature for 2 hr. 3-Methoxy-4-(4-methyl-1H-imidazol-1-yl)benzohydrazide (2.23 g) was added to the reaction mixture at room temperature, and the mixture was heated under reflux for 2 hr. The reaction mixture was allowed to cool to room temperature, and diluted with ethyl acetate and saturated aqueous... Starting materials: CC=1C=C(C=NC1C)C(=O)C1=CNC2=CC=CC=C2C1=O (3-(5,6-dimethyl-pyridine-3-carbonyl)-1H-quinolin-4-one), white solid, [H-].[Na+] (sodium hydride), BrCC1=NC(=CC=C1)C(F)(F)F (2-bromomethyl-6-trifluoromethyl-pyridine). The solvent is CN(C=O)C (N,N-dimethylformamide). Product: CC=1C=C(C=NC1C)C(=O)C1=CN(C2=CC=CC=C2C1=O)CC1=NC(=CC=C1)C(F)(F)F (3-(5,6-Dimethyl-pyridine-3-carbonyl)-1-(6-trifluoromethyl-pyridin-2-ylmethyl)-1H-quinolin-4-one). As a reaction SMILES: [CH3:1][C:2]1[CH:3]=[C:4]([C:9]([C:11]2[C:20](=[O:21])[C:19]3[C:14](=[CH:15][CH:16]=[CH:17][CH:18]=3)[NH:13][CH:12]=2)=[O:10])[CH:5]=[N:6][C:7]=1[CH3:8].[H-].[Na+].Br[CH2:25][C:26]1[CH:31]=[CH:30][CH:29]=[C:28]([C:32]([F:35])([F:34])[F:33])[N:27]=1>CN(C)C=O>[CH3:1][C:2]1[CH:3]=[C:4]([C:9]([C:11]2[C:20](=[O:21])[C:19]3[C:14](=[CH:15][CH:16]=[CH:17][CH:18]=3)[N:13]([CH2:25][C:26]3[CH:31]=[CH:30][CH:29]=[C:28]([C:32]([F:34])([F:33])[F:35])[N:27]=3)[CH:12]=2)=[O:10])[CH:5]=[N:6][C:7]=1[CH3:8] |f:1.2|. Reported procedure: Experimental conditions analogous to those described for Step 3 of Example 1, from 60 mg (0.22 mmol) of 3-(5,6-dimethyl-pyridine-3-carbonyl)-1H-quinolin-4-one, 10 mg (0.26 mmol) of 60% sodium hydride, 62 mg (0.26 mmol) of 2-bromomethyl-6-trifluoromethyl-pyridine and 0.7 mL of N,N-dimethylformamide. Yield: 29 mg of a white solid: LC-MSD, m/z for C24H18F3N3O2 [M+H]+=438.1; HPLC retention time: 1.4 min. Starting materials: OC1=CC(=NC2=CC=C(C=C12)CCCC)C(=O)OCC (ethyl 4-hydroxy-6-n-butylquinoline-2-carboxylate), C([O-])([O-])=O.[Na+].[Na+] (sodium carbonate), P(=O)(Cl)(Cl)Cl (phosphorus oxychloride), O (water). Run in C(C)O (ethanol). Conditions: temperature 0 celsius, time 1 hour. Yields the product ClC1=CC(=NC2=CC=C(C=C12)CCCC)C(=O)OCC (ethyl 4-chloro-6-n-butylquinoline-2-carboxylate). As a reaction SMILES: O[C:2]1[C:11]2[C:6](=[CH:7][CH:8]=[C:9]([CH2:12][CH2:13][CH2:14][CH3:15])[CH:10]=2)[N:5]=[C:4]([C:16]([O:18][CH2:19][CH3:20])=[O:17])[CH:3]=1.P(Cl)(Cl)([Cl:23])=O.O.C(=O)([O-])[O-].[Na+].[Na+]>C(O)C>[Cl:23][C:2]1[C:11]2[C:6](=[CH:7][CH:8]=[C:9]([CH2:12][CH2:13][CH2:14][CH3:15])[CH:10]=2)[N:5]=[C:4]([C:16]([O:18][CH2:19][CH3:20])=[O:17])[CH:3]=1 |f:3.4.5|. Reported procedure: 126 parts of ethyl 4-hydroxy-6-n-butylquinoline-2-carboxylate, prepared as described in Example 2, and 213 parts of phosphorus oxychloride were stirred together. After the exothermic reaction had subsided the dark-coloured mixture was stored for 1 hour at room temperature then cooled to 0°C, diluted with 75 parts of ethanol to improve its mobility and subsequently added dropwise to 500 parts of ice and 1500 parts of water. The aqueous mixture was neutralised to pH 7 - 8 by addition of sodium car... Reactants: SC=1SC(=NN1)S (2,5-dimercapto-1,3,4-thiadiazole), [OH-].[Na+] (sodium hydroxide), CN(C(CCl)=N)C (N,N-dimethylchloroacetamidine). Run in C(C)O (ethanol). Reaction conditions: time 30 minute. Product: CN(C(=N)CSC=1SC(=NN1)S)C (2-(N,N-dimethylamidinomethylthio)-5-mercapto-1,3,4-thiadiazole). Yield: 53.3%. Reaction SMILES: [SH:1][C:2]1[S:3][C:4]([SH:7])=[N:5][N:6]=1.[OH-].[Na+].[CH3:10][N:11]([CH3:16])[C:12](=[NH:15])[CH2:13]Cl>C(O)C>[CH3:10][N:11]([CH3:16])[C:12]([CH2:13][S:1][C:2]1[S:3][C:4]([SH:7])=[N:5][N:6]=1)=[NH:15] |f:1.2|. Procedure: In 30 ml of ethanol was suspended 2.25 g of 2,5-dimercapto-1,3,4-thiadiazole, and 30 ml of 1N-sodium hydroxide solution was added to the suspension. The mixture was stirred at room temperature for 30 minutes. To the mixture was added 2.36 g of N,N-dimethylchloroacetamidine. The mixture was stirred at room temperature for an hour and concentrated under reduced pressure. The precipitating crystals were collected by filtration and washed with cold water and then a (1:1) mixture of methanol and ethy... Run in C(C)(=O)O (acetic acid), C(C)(=O)OCC (ethyl acetate). Yields the product FC1=C2C=NNC2=CC=C1C1C(=C(NC(=C1C#N)C)C)C#N (4-(4-fluoro-1H-indazol-5-yl)-2,6-dimethyl-1,4-dihydro-pyridine-3,5-dicarbonitrile). The yield is 104.1%. Starting materials: FC1=C2C=NNC2=CC=C1C=O (4-fluoro-1H-indazole-5-carbaldehyde), N\C(=C/C#N)\C (3-aminocrotononitrile). As a reaction SMILES: [F:1][C:2]1[C:10]([CH:11]=O)=[CH:9][CH:8]=[C:7]2[C:3]=1[CH:4]=[N:5][NH:6]2.[NH2:13]/[C:14](/[CH3:18])=[CH:15]\[C:16]#[N:17]>C(O)(=O)C.C(OCC)(=O)C>[F:1][C:2]1[C:10]([CH:11]2[C:15]([C:16]#[N:17])=[C:14]([CH3:18])[NH:13][C:2]([CH3:10])=[C:3]2[C:4]#[N:5])=[CH:9][CH:8]=[C:7]2[C:3]=1[CH:4]=[N:5][NH:6]2. Reported procedure: 250 mg (1.52 mmols) 4-fluoro-1H-indazole-5-carbaldehyde (Synthetic Preparation 11) and 250.1 mg (3.05 mmols) 3-aminocrotononitrile were dissolved in 1.74 mL acetic acid and refluxed for 1.5 hours. The mixture was allowed to cool to room temperature, filtered and washed with a little amount of acetic acid. The product was dried under vacuum at 40° C. to yield a first crop. The mother liquors were diluted with ethyl acetate, washed with water and saturated sodium hydrogen carbonate solution and dr...